This data is from the Open Reaction Database (ORD), a public repository of structured organic reaction records. The task is: describe an organic reaction: reactants, conditions, products, and yield Starting materials: C(C)C=1N=C(NC1CC)C(OC)OC (4,5-Diethyl-2-(dimethoxymethyl)-1H-imidazole). Run in S(O)(O)(=O)=O (sulfuric acid). Product: C(C)C=1N=C(NC1CC)C=O (4,5-Diethyl-1H-imidazole-2-carbaldehyde). Yield: 28.5%. Reaction SMILES: [CH2:1]([C:3]1[N:4]=[C:5]([CH:10](OC)[O:11]C)[NH:6][C:7]=1[CH2:8][CH3:9])[CH3:2]>S(=O)(=O)(O)O>[CH2:8]([C:7]1[N:6]=[C:5]([CH:10]=[O:11])[NH:4][C:3]=1[CH2:1][CH3:2])[CH3:9]. Procedure details: The same operation as in Example (33b) was performed using 4,5-diethyl-2-(dimethoxymethyl)-1H-imidazole obtained in Example (43a) (about 8.12 mmol) and 2 N sulfuric acid (40 mL), to obtain 352 mg of the title compound as a white solid (28%). RXN SMILES: C([NH:11][CH:12]([C:14]1[C:23]2[C:18](=[CH:19][C:20]([O:26][CH3:27])=[C:21]([O:24][CH3:25])[CH:22]=2)[CH2:17][CH2:16][N:15]=1)[CH3:13])(OCC1C=CC=CC=1)=O.[BrH:28].C(O)(=O)C>>[BrH:28].[BrH:28].[NH2:11][CH:12]([C:14]1[C:23]2[C:18](=[CH:19][C:20]([O:26][CH3:27])=[C:21]([O:24][CH3:25])[CH:22]=2)[CH2:17][CH2:16][N:15]=1)[CH3:13] |f:1.2,3.4.5|. Procedure details: 40 g 1-(1-carbobenzoxyaminoethyl)-3,4-dihydro-6,7-dimethoxyisoquinoline are dissolved in 450 ml 40% HBr/acetic acid. The mixture is maintained at room temperature for 1 hour and then concentrated in a vacuum to give a crystalline residue of 1-(1-aminoethyl)-3,4-dihydro-6,7-dimethoxyisoquinoline dihydrobromide which is washed with ether before further use (M.Pt. 234°-235°). The reactants are C(=O)(OCC1=CC=CC=C1)NC(C)C1=NCCC2=CC(=C(C=C12)OC)OC (1-(1-carbobenzoxyaminoethyl)-3,4-dihydro-6,7-dimethoxyisoquinoline), Br.C(C)(=O)O (HBr acetic acid). The product is Br.Br.NC(C)C1=NCCC2=CC(=C(C=C12)OC)OC (1-(1-aminoethyl)-3,4-dihydro-6,7-dimethoxyisoquinoline dihydrobromide). The reactants are Cl (hydrochloric acid), BrC1=CC(=C(C(=C1)C)OCCCOC1=CC=C(C=C1)OC(F)(F)F)CC (4-bromo-2-ethyl-6-methyl-1-[3-(4-trifluoromethoxyphenoxy)propyloxy]benzene), C(CCC)[Li] (n-butyl lithium), C(C)OB(OCC)OCC (triethoxy borane), crude product. Run in O1CCCC1 (tetrahydrofuran), O1CCCC1 (tetrahydrofuran). Run at temperature -70 celsius, time 2 hour. The product is C(C)C=1C=C(C=C(C1OCCCOC1=CC=C(C=C1)OC(F)(F)F)C)O (3-ethyl-4-[3-(4-trifluoromethoxyphenoxy)propyloxy]-5-methylphenol). Isolated yield 60.9%. As a reaction SMILES: Br[C:2]1[CH:7]=[C:6]([CH3:8])[C:5]([O:9][CH2:10][CH2:11][CH2:12][O:13][C:14]2[CH:19]=[CH:18][C:17]([O:20][C:21]([F:24])([F:23])[F:22])=[CH:16][CH:15]=2)=[C:4]([CH2:25][CH3:26])[CH:3]=1.C([Li])CCC.C([O:34]B(OCC)OCC)C.Cl>O1CCCC1>[CH2:25]([C:4]1[CH:3]=[C:2]([OH:34])[CH:7]=[C:6]([CH3:8])[C:5]=1[O:9][CH2:10][CH2:11][CH2:12][O:13][C:14]1[CH:19]=[CH:18][C:17]([O:20][C:21]([F:24])([F:23])[F:22])=[CH:16][CH:15]=1)[CH3:26]. Procedure: Then, 6.6 g of 4-bromo-2-ethyl-6-methyl-1-[3-(4-trifluoromethoxyphenoxy)propyloxy]benzene was dissolved in 200 ml of tetrahydrofuran, and the solution was stirred at -70° C., to which 9.6 ml of n-butyl lithium solution (in hexane, 1.58 mol/liter) was added dropwise, followed by further stirring at -70° C. for 2 hours. To this reaction mixture was added dropwise a solution of 2.2 g of triethoxy borane dissolved in 60 ml of tetrahydrofuran. Then, the reaction mixture was stirred for 1 hour, while ...